This data is from the Open Reaction Database (ORD), a public repository of structured organic reaction records. The task is: describe an organic reaction: reactants, conditions, products, and yield Starting materials: C(C)(C)(C)C=1C=C(C=C(C1O)C(C)(C)C)SC1CCN(CC1)S(=O)(=O)C1=CC=C(N1C)C(=O)O (5-[4-(3,5-di-tert-butyl-4-hydroxy-phenylsulfanyl)-piperidine-1-sulfonyl]-1-methyl-1H-pyrrole-2-carboxylic acid), CNC[C@H](O)[C@@H](O)[C@H](O)[C@H](O)CO (N-methyl-D-glucamine). The solvent is C1CCOC1 (THF), O.C1CCOC1 (water THF). Conditions: time 30 minute. Yields the product N(C)C[C@H](O)[C@@H](O)[C@H](O)[C@H](O)CO.C(C)(C)(C)C=1C=C(C=C(C1O)C(C)(C)C)SC1CCN(CC1)S(=O)(=O)C1=CC=C(N1C)C(=O)O (5-[4-(3,5-Di-tert-butyl-4-hydroxy-phenylsulfanyl)-piperidine-1-sulfonyl]-1-methyl-1H-pyrrole-2-carboxylic acid meglumine salt). Yield: 81.9%. As a reaction SMILES: [C:1]([C:5]1[CH:6]=[C:7]([S:16][CH:17]2[CH2:22][CH2:21][N:20]([S:23]([C:26]3[N:30]([CH3:31])[C:29]([C:32]([OH:34])=[O:33])=[CH:28][CH:27]=3)(=[O:25])=[O:24])[CH2:19][CH2:18]2)[CH:8]=[C:9]([C:12]([CH3:15])([CH3:14])[CH3:13])[C:10]=1[OH:11])([CH3:4])([CH3:3])[CH3:2].[CH3:35][NH:36][CH2:37][C@@H:38]([C@H:40]([C@@H:42]([C@@H:44]([CH2:46][OH:47])[OH:45])[OH:43])[OH:41])[OH:39]>C1COCC1.O.C1COCC1>[NH:36]([CH2:37][C@@H:38]([C@H:40]([C@@H:42]([C@@H:44]([CH2:46][OH:47])[OH:45])[OH:43])[OH:41])[OH:39])[CH3:35].[C:1]([C:5]1[CH:6]=[C:7]([S:16][CH:17]2[CH2:22][CH2:21][N:20]([S:23]([C:26]3[N:30]([CH3:31])[C:29]([C:32]([OH:34])=[O:33])=[CH:28][CH:27]=3)(=[O:25])=[O:24])[CH2:19][CH2:18]2)[CH:8]=[C:9]([C:12]([CH3:15])([CH3:14])[CH3:13])[C:10]=1[OH:11])([CH3:2])([CH3:3])[CH3:4] |f:3.4,5.6|. Procedure details: To a solution of 5-[4-(3,5-di-tert-butyl-4-hydroxy-phenylsulfanyl)-piperidine-1-sulfonyl]-1-methyl-1H-pyrrole-2-carboxylic acid (Ex. 4, 0.60 g, 1.18 mmol) in THF (2.0 mL) was added a solution of N-methyl-D-glucamine (meglumine, 0.23 g, 1.18 mmol) in water:THF (1:1, 2.0 mL). The resulting solution was stirred at room temperature for 30 min, then concentrated under reduced pressure and the solid residue was triturated with THF (2.0 mL×2). The material was then taken up in Ethyl acetate/hexanes and... The reactants are C1(=CC=CC=C1)C1(C2=CC=CC=C2OC=2C=CC=CC12)O (9-phenyl-9H-xanthen-9-ol), COC([C@H](NC(=O)OCC1C2=CC=CC=C2C=2C=CC=CC12)[C@@H](O)C)=O (Nα -(9-fluorenylmethoxycarbonyl)-D-threonine methyl ester). The product is C1(=CC=CC=C1)C1(C2=CC=CC=C2OC=2C=CC=CC12)O[C@H]([C@@H](N)C(=O)O)C (O-(9-Phenyl-9H-xanthen-9-yl)-D-threonine). Reaction SMILES: [C:1]1([C:7]2([OH:21])[C:20]3[CH:19]=[CH:18][CH:17]=[CH:16][C:15]=3[O:14][C:13]3[C:8]2=[CH:9][CH:10]=[CH:11][CH:12]=3)[CH:6]=[CH:5][CH:4]=[CH:3][CH:2]=1.C[O:23][C:24](=[O:47])[C@@H:25]([C@H:44]([CH3:46])O)[NH:26]C(OCC1C2C=CC=CC=2C2C1=CC=CC=2)=O>>[C:1]1([C:7]2([O:21][C@@H:44]([CH3:46])[C@H:25]([C:24]([OH:47])=[O:23])[NH2:26])[C:8]3[CH:9]=[CH:10][CH:11]=[CH:12][C:13]=3[O:14][C:15]3[C:20]2=[CH:19][CH:18]=[CH:17][CH:16]=3)[CH:2]=[CH:3][CH:4]=[CH:5][CH:6]=1. Procedure: from 9-phenyl-9H-xanthen-9-ol (Example 1f) and Nα -(9-fluorenylmethoxycarbonyl)-D-threonine methyl ester; Procedure: A solution of Example 61B (0.35 g, 1.95 mmol), DMF (10 mL), N,N-diisopropyl ethylamine (0.72 mL, 4.1 mmol) and methyl 4-((2,5-dioxopyrrolidin-1-yloxy)carbonylamino)-1H-indazole-1-carboxylate (prepared as in Org. Proc. Res. Dev., 2007, 11, 578; 0.65 g, 1.95 mmol) was stirred at ambient temperature. After 5 minutes, LCMS showed complete conversion to the methyl carbamate intermediate. Methanol (20 mL) and 2N sodium hydroxide (5.86 mmol) were added resulting in a white slurry. The mixture was dilut... Solvent: CO (Methanol), CN(C)C=O (DMF), O (water). Starting materials: [OH-].[Na+] (sodium hydroxide), FC1=C(C=CC=C1)[C@@H]1CC(CC1)N ((3S)-3-(2-fluorophenyl)cyclopentanamine), C(C)(C)N(C(C)C)CC (N,N-diisopropyl ethylamine), O=C1N(C(CC1)=O)OC(=O)NC1=C2C=NN(C2=CC=C1)C(=O)OC (methyl 4-((2,5-dioxopyrrolidin-1-yloxy)carbonylamino)-1H-indazole-1-carboxylate), C(N)(OC)=O (methyl carbamate). Run at time 5 minute. Reaction SMILES: [F:1][C:2]1[CH:7]=[CH:6][CH:5]=[CH:4][C:3]=1[C@H:8]1[CH2:12][CH2:11][CH:10]([NH2:13])[CH2:9]1.C(N(CC)C(C)C)(C)C.O=C1CCC(=O)N1[O:30][C:31]([NH:33][C:34]1[CH:42]=[CH:41][CH:40]=[C:39]2[C:35]=1[CH:36]=[N:37][N:38]2C(OC)=O)=[O:32].C(=O)(OC)N.[OH-].[Na+]>O.CO.CN(C=O)C>[C:31](=[O:32])=[O:30].[F:1][C:2]1[CH:7]=[CH:6][CH:5]=[CH:4][C:3]=1[C@H:8]1[CH2:12][CH2:11][C@@H:10]([NH:13][C:31]([NH:33][C:34]2[CH:42]=[CH:41][CH:40]=[C:39]3[C:35]=2[CH:36]=[N:37][NH:38]3)=[O:30])[CH2:9]1 |f:4.5|. The product is C(=O)=O (CO2), FC1=C(C=CC=C1)[C@@H]1C[C@@H](CC1)NC(=O)NC1=C2C=NNC2=CC=C1 (1-[(1R,3S)-3-(2-fluorophenyl)cyclopentyl]-3-(1H-indazol-4-yl)urea), Example 62. Yield: 27.0%. Reactants: C(C1=CC=CC=C1)N1CCC2(CC1)CNC=1N2N=C(C1C(=O)N)C1=CC=C(C=C1)OC1=CC=CC=C1 (1′-benzyl-6-(4-phenoxyphenyl)-1,2-dihydrospiro[imidazo[1,2-b]pyrazole-3,4′-piperidine]-7-carboxamide). Reagents/catalysts: CC(=O)O (HOAc), [OH-].[OH-].[Pd+2] (Pd(OH)2/C). The solvent is CO (MeOH). Conditions: time 16 hour. Product: O(C1=CC=CC=C1)C1=CC=C(C=C1)C=1C(=C2N(N1)C1(CCNCC1)CN2)C(=O)N (6-(4-Phenoxyphenyl)-1,2-dihydrospiro[imidazo[1,2-b]pyrazole-3,4′-piperidine]-7-carboxamide). The yield is 51.4%. RXN SMILES: C([N:8]1[CH2:13][CH2:12][C:11]2([N:17]3[N:18]=[C:19]([C:24]4[CH:29]=[CH:28][C:27]([O:30][C:31]5[CH:36]=[CH:35][CH:34]=[CH:33][CH:32]=5)=[CH:26][CH:25]=4)[C:20]([C:21]([NH2:23])=[O:22])=[C:16]3[NH:15][CH2:14]2)[CH2:10][CH2:9]1)C1C=CC=CC=1>CO.CC(O)=O.[OH-].[OH-].[Pd+2]>[O:30]([C:27]1[CH:26]=[CH:25][C:24]([C:19]2[C:20]([C:21]([NH2:23])=[O:22])=[C:16]3[NH:15][CH2:14][C:11]4([CH2:10][CH2:9][NH:8][CH2:13][CH2:12]4)[N:17]3[N:18]=2)=[CH:29][CH:28]=1)[C:31]1[CH:36]=[CH:35][CH:34]=[CH:33][CH:32]=1 |f:3.4.5|. Procedure: A mixture of 1′-benzyl-6-(4-phenoxyphenyl)-1,2-dihydrospiro[imidazo[1,2-b]pyrazole-3,4′-piperidine]-7-carboxamide (50 mg, 0.10 mmol), 10% w/w Pd(OH)2/C (5 mg) in MeOH (10 mL) and HOAc (1 drop) was stirred for 16 hr under H2. The mixture was filtrated and the filtrate was concentrated to give the crude product (20 mg 51.4%) as a yellow solid. MS (ESI, m/e) [M+1]+ 390.0. Reactants: C(C)(=O)NNC([C@H](C(C)(C)C)NC(=O)C=1N=C(N2C1CN(CC2)C(=O)OC(C)(C)C)C2=CC=CC=C2)=O ((S)-tert-butyl 1-(1-(2-acetylhydrazinyl)-3,3-dimethyl-1-oxobutan-2-ylcarbamoyl)-3-phenyl-5,6-dihydroimidazo[1,5-a]pyrazine-7(8H)-carboxylate), CC[N+](CC)(CC)S(=O)(=O)N=C([O-])OC (Burgess reagent), C1CCC2=NCCCN2CC1 (DBU), CC[N+](CC)(CC)S(=O)(=O)N=C([O-])OC (Burgess reagent). Run in C1CCOC1 (THF). Reaction conditions: temperature 150 celsius. Product: CC([C@@H](C=1OC(=NN1)C)NC(=O)C=1N=C(N2C1CN(CC2)C(=O)OC(C)(C)C)C2=CC=CC=C2)(C)C ((S)-tert-butyl 1-(2,2-dimethyl-1-(5-methyl-1,3,4-oxadiazol-2-yl)propylcarbamoyl)-3-phenyl-5,6-dihydroimidazo[1,5-a]pyrazine-7(8H)-carboxylate). The yield is 0.1%. As a reaction SMILES: [C:1]([NH:4][NH:5][C:6](=[O:37])[C@@H:7]([NH:12][C:13]([C:15]1[N:16]=[C:17]([C:31]2[CH:36]=[CH:35][CH:34]=[CH:33][CH:32]=2)[N:18]2[CH2:23][CH2:22][N:21]([C:24]([O:26][C:27]([CH3:30])([CH3:29])[CH3:28])=[O:25])[CH2:20][C:19]=12)=[O:14])[C:8]([CH3:11])([CH3:10])[CH3:9])(=O)[CH3:2].C1CCN2C(=NCCC2)CC1.CC[N+](S(N=C(OC)[O-])(=O)=O)(CC)CC>C1COCC1>[CH3:10][C:8]([CH3:9])([CH3:11])[C@H:7]([NH:12][C:13]([C:15]1[N:16]=[C:17]([C:31]2[CH:32]=[CH:33][CH:34]=[CH:35][CH:36]=2)[N:18]2[CH2:23][CH2:22][N:21]([C:24]([O:26][C:27]([CH3:30])([CH3:28])[CH3:29])=[O:25])[CH2:20][C:19]=12)=[O:14])[C:6]1[O:37][C:1]([CH3:2])=[N:4][N:5]=1. Reported procedure: The intermediate 14D (48 mg, 94 mmol) was taken up in THF (1 mL) and added to a 2 mL microwave reaction vial. DBU (21 μL, 0.14 mmol) was added to the reaction, followed by the Burgess reagent (112 mg, 468 mmol). The vial was capped and the reaction mixture was heated to 150° C. for 5 minutes, after which some starting material still remained. Additional Burgess reagent (1 equiv) was added and the reaction was heated to 150° C. for 10 minutes. LC/MS showed that the starting material was consumed....